This data is from the Open Reaction Database (ORD), a public repository of structured organic reaction records. The task is: describe an organic reaction: reactants, conditions, products, and yield The reactants are CC(=O)O, O=C1OC(=O)C(c2ccccc2)=C1Cl, COCCCN. The product is COCCCN1C(=O)C(Cl)=C(c2ccccc2)C1=O. As a reaction SMILES: [CH3:21][C:22](=[O:23])[OH:24].[Cl:1][C:2]1=[C:6]([c:7]2[cH:8][cH:9][cH:10][cH:11][cH:12]2)[C:5](=[O:13])[O:4][C:3]1=[O:14].[NH2:15][CH2:16][CH2:17][CH2:18][O:19][CH3:20]>>[Cl:1][C:2]1=[C:6]([c:7]2[cH:8][cH:9][cH:10][cH:11][cH:12]2)[C:5](=[O:13])[N:15]([CH2:16][CH2:17][CH2:18][O:19][CH3:20])[C:3]1=[O:14]. Yield: 89.4%. As a reaction SMILES: P(Br)(Br)[Br:2].[O:5]([C:12]1[CH:19]=[CH:18][CH:17]=[CH:16][C:13]=1[CH2:14]O)[C:6]1[CH:11]=[CH:10][CH:9]=[CH:8][CH:7]=1.O>O1CCOCC1>[O:5]([C:12]1[CH:19]=[CH:18][CH:17]=[CH:16][C:13]=1[CH2:14][Br:2])[C:6]1[CH:11]=[CH:10][CH:9]=[CH:8][CH:7]=1. Product: O(C1=CC=CC=C1)C1=C(CBr)C=CC=C1 (2-phenoxybenzyl bromide). Procedure details: Phosphorus tribromide (5.5 ml, 57.1 mmol) was added dropwise over a period of 10 min to a solution of 2-phenoxybenzylalcohol (4.08 g, 20.4 mmol) in dioxane (165 ml). The reaction mixture was stirred for 40 min. Another portion of phosphorus tribromide (5.5 ml, 57.1 mmol) was added. The reaction mixture was stirred for 56 hours at room temperature. It was cooled to 0° C. Water (45 ml) was added carefully. The reaction mixture was stirred for 30 min at room temperature. The mixture was extracted w... Reactants: O (Water), P(Br)(Br)Br (Phosphorus tribromide), O(C1=CC=CC=C1)C1=C(CO)C=CC=C1 (2-phenoxybenzylalcohol), P(Br)(Br)Br (phosphorus tribromide). The solvent is O1CCOCC1 (dioxane). Reaction conditions: temperature 0 celsius, time 40 minute.